describe an organic reaction: reactants, conditions, products, and yield From a dataset of the Open Reaction Database (ORD), a public repository of structured organic reaction records. The reactants are ClC1=NC=CC(=N1)C1=C(N=C(S1)C(C)C)C=1C=C(C=CC1)NS(=O)(=O)C1=CC(=CC=C1)F (N-{3-[5-(2-chloro-4-pyrimidinyl)-2-(1-methylethyl)-1,3-thiazol-4-yl]phenyl}-3-fluorobenzenesulfonamide), C1(CC1)N (cyclopropylamine), C(=O)([O-])[O-].[K+].[K+] (K2CO3). Run in C(CCC)O (1-butanol). Product: C1(CC1)NC1=NC=CC(=N1)C1=C(N=C(S1)C(C)C)C=1C=C(C=CC1)NS(=O)(=O)C1=CC(=CC=C1)F (N-{3-[5-[2-(Cyclopropylamino)-4-pyrimidinyl]-2-(1-methylethyl)-1,3-thiazol-4-yl]phenyl}-3-fluorobenzenesulfonamide). As a reaction SMILES: Cl[C:2]1[N:7]=[C:6]([C:8]2[S:12][C:11]([CH:13]([CH3:15])[CH3:14])=[N:10][C:9]=2[C:16]2[CH:17]=[C:18]([NH:22][S:23]([C:26]3[CH:31]=[CH:30][CH:29]=[C:28]([F:32])[CH:27]=3)(=[O:25])=[O:24])[CH:19]=[CH:20][CH:21]=2)[CH:5]=[CH:4][N:3]=1.[CH:33]1([NH2:36])[CH2:35][CH2:34]1.C([O-])([O-])=O.[K+].[K+]>C(O)CCC>[CH:33]1([NH:36][C:2]2[N:7]=[C:6]([C:8]3[S:12][C:11]([CH:13]([CH3:15])[CH3:14])=[N:10][C:9]=3[C:16]3[CH:17]=[C:18]([NH:22][S:23]([C:26]4[CH:31]=[CH:30][CH:29]=[C:28]([F:32])[CH:27]=4)(=[O:25])=[O:24])[CH:19]=[CH:20][CH:21]=3)[CH:5]=[CH:4][N:3]=2)[CH2:35][CH2:34]1 |f:2.3.4|. Reported procedure: Following a procedure analogous to the procedure described in Example 1 using N-{3-[5-(2-chloro-4-pyrimidinyl)-2-(1-methylethyl)-1,3-thiazol-4-yl]phenyl}-3-fluorobenzenesulfonamide (100 mg, 0.20 mmol) and cyclopropylamine (141 μL, 2.0 mmol) and K2CO3 (283 mg, 2.0 mmol) in 1-butanol (5 mL) the title compound was obtained as a white powder (43 mg, 0.08 mmol, 42.2% yield). 1H NMR (400 MHz, DMSO-d6): δ 10.51 (s, 1H), 8.05 (d, J=5.0 Hz, 1H), 7.48-7.65 (m, 5H), 7.33 (t, J=7.4 Hz, 1H), 7.19-7.23 (m, 3H... Starting materials: BrC1=C(C=C(C(=O)OC)C=C1)F (methyl 4-bromo-3-fluorobenzoate), C[C@H]1NC(OC1)=O ((R)-4-methyloxazolidin-2-one). The product is FC=1C=C(C(=O)OC)C=CC1N1C(OC[C@H]1C)=O (methyl (R)-3-fluoro-4-(4-methyl-2-oxooxazolidin-3-yl)benzoate). Yield: 92.0%. Reaction SMILES: Br[C:2]1[CH:11]=[CH:10][C:5]([C:6]([O:8][CH3:9])=[O:7])=[CH:4][C:3]=1[F:12].[CH3:13][C@@H:14]1[CH2:18][O:17][C:16](=[O:19])[NH:15]1>>[F:12][C:3]1[CH:4]=[C:5]([CH:10]=[CH:11][C:2]=1[N:15]1[C@H:14]([CH3:13])[CH2:18][O:17][C:16]1=[O:19])[C:6]([O:8][CH3:9])=[O:7]. Reported procedure: By reaction and treatment in the same manner as in Preparation Example 12 and using methyl 4-bromo-3-fluorobenzoate (1.2 g) and (R)-4-methyloxazolidin-2-one (607 mg) described in Preparation Example 25, the title compound (1.2 g) was obtained.